The task is: describe an organic reaction: reactants, conditions, products, and yield. This data is from the Open Reaction Database (ORD), a public repository of structured organic reaction records. Reactants: [OH-].[Na+] (NaOH), NC1=CC=C(C(=O)O)C=C1 (4-aminobenzoic acid), C(OCC1=CC=CC=C1)(=O)Cl (benzyl carbonochloridate). Solvent: O (water), O (H2O). Run at time 5 minute. Product: C(C1=CC=CC=C1)OC(=O)NC1=CC=C(C(=O)O)C=C1 (4-(benzyloxycarbonylamino)benzoic acid). Yield: 84.2%. As a reaction SMILES: [OH-].[Na+].[NH2:3][C:4]1[CH:12]=[CH:11][C:7]([C:8]([OH:10])=[O:9])=[CH:6][CH:5]=1.[C:13](Cl)(=[O:22])[O:14][CH2:15][C:16]1[CH:21]=[CH:20][CH:19]=[CH:18][CH:17]=1>O>[CH2:15]([O:14][C:13]([NH:3][C:4]1[CH:12]=[CH:11][C:7]([C:8]([OH:10])=[O:9])=[CH:6][CH:5]=1)=[O:22])[C:16]1[CH:21]=[CH:20][CH:19]=[CH:18][CH:17]=1 |f:0.1|. Reported procedure: Aqueous NaOH (2N, 1.93 g, 48.3 mmol) was added to a solution of 4-aminobenzoic acid (3.0 g, 21.90 mmol) in H2O at 0° C. A clear solution appeared within 5 min. Then, benzyl carbonochloridate (4.45 g, 26.28 mmol) was added dropwise to the mixture and it was heated to room temperature and stirred for 2 h. The reaction mixture was diluted with water and separated with ether. The aqueous layer was cooled to 0° C. temperature and acidified with 6M HCl. The solid was collected by filtration, washed wi... Reaction SMILES: [C:1]([O:5][CH3:6])(=[O:4])[C:2]#[CH:3].C([Li])CCC.[F:12][C:13]1[CH:20]=[CH:19][C:16]([CH:17]=[O:18])=[CH:15][CH:14]=1.[Cl-].[NH4+]>O1CCCC1>[F:12][C:13]1[CH:20]=[CH:19][C:16]([CH:17]([OH:18])[C:3]#[C:2][C:1]([O:5][CH3:6])=[O:4])=[CH:15][CH:14]=1 |f:3.4|. Reported procedure: A solution of 7.5 ml (90 mmol) of methyl propiolate in 80 ml of tetrahydrofuran was treated at -78° under argon 10 with 56.3 ml of n-butyllithium (1.6M in hexane). The mixture was stirred at -78° for 10 minutes and then a solution of 8.4 ml (80 mmol) of 4-fluorobenzaldehyde in 80 ml of tetrahydrofuran was added within 40 minutes. The reaction mixture was stirred at -78° for a further 20 minutes, then brought to room temperature and treated with 80 ml of saturated ammonium chloride solution. The ... Reaction conditions: time 10 minute. Reactants: C(C#C)(=O)OC (methyl propiolate), C(CCC)[Li] (n-butyllithium), FC1=CC=C(C=O)C=C1 (4-fluorobenzaldehyde), [Cl-].[NH4+] (ammonium chloride). The solvent is O1CCCC1 (tetrahydrofuran), O1CCCC1 (tetrahydrofuran). Yields the product FC1=CC=C(C=C1)C(C#CC(=O)OC)O (methyl 4-(4-fluorophenyl)-4-hydroxy-2-butynoate). The reactants are C1(=CC=CC=C1)C1(CN(CC1)C(C1=CC(=C(C(=C1)OC)OC)OC)=O)CCCS(=O)(=O)[O-] (2-[3-phenyl-1-(3,4,5-trimethoxy-benzoyl)-pyrrolidin-3-yl]-ethyl-methanesulfonate), Cl.C1(=CC=CC=C1)C1(CCNCC1)C(=O)N (4-phenyl-piperidine-4-carboxylic acid amide hydrochloride). Product: C1(=CC=CC=C1)C1(CN(CC1)C(C1=CC(=C(C(=C1)OC)OC)OC)=O)CCN1CCC(CC1)(C(=O)N)C1=CC=CC=C1 (1-[2-[3-phenyl-1-(3,4,5-trimethoxy-benzoyl)-pyrrolidin-3-yl]-ethyl]-4-phenyl-piperidine-4-carboxylic acid amide). Reaction SMILES: [C:1]1([C:7]2([CH2:26][CH2:27]CS([O-])(=O)=O)[CH2:11][CH2:10][N:9]([C:12](=[O:25])[C:13]3[CH:18]=[C:17]([O:19][CH3:20])[C:16]([O:21][CH3:22])=[C:15]([O:23][CH3:24])[CH:14]=3)[CH2:8]2)[CH:6]=[CH:5][CH:4]=[CH:3][CH:2]=1.Cl.[C:34]1([C:40]2([C:46]([NH2:48])=[O:47])[CH2:45][CH2:44][NH:43][CH2:42][CH2:41]2)[CH:39]=[CH:38][CH:37]=[CH:36][CH:35]=1>>[C:1]1([C:7]2([CH2:26][CH2:27][N:43]3[CH2:42][CH2:41][C:40]([C:34]4[CH:35]=[CH:36][CH:37]=[CH:38][CH:39]=4)([C:46]([NH2:48])=[O:47])[CH2:45][CH2:44]3)[CH2:11][CH2:10][N:9]([C:12](=[O:25])[C:13]3[CH:14]=[C:15]([O:23][CH3:24])[C:16]([O:21][CH3:22])=[C:17]([O:19][CH3:20])[CH:18]=3)[CH2:8]2)[CH:6]=[CH:5][CH:4]=[CH:3][CH:2]=1 |f:1.2|. Reported procedure: Prepared by the method of example 3.3 using 2-[3-phenyl-1-(3,4,5-trimethoxy-benzoyl)-pyrrolidin-3-yl]-ethyl-methanesulfonate (2.59 mmol) and 4-phenyl-piperidine-4-carboxylic acid amide hydrochloride (3.3 mmol). Chromatography on silica gel (100 g) eluting sequentially with ethyl acetate, 6% methanol in dichloromethane, and 10% methanol in dichloromethane gave the title compound: Rf =0.41 (silica gel, 10% methanol in dichloromethane). Reactants: Sc1cccc(Cl)c1, C=CC(=O)O. As a reaction SMILES: [Cl:6][c:7]1[cH:8][c:9]([SH:13])[cH:10][cH:11][cH:12]1.[OH:1][C:2](=[O:3])[CH:4]=[CH2:5]>>[OH:1][C:2](=[O:3])[CH2:4][CH2:5][S:13][c:9]1[cH:8][c:7]([Cl:6])[cH:12][cH:11][cH:10]1. Product: O=C(O)CCSc1cccc(Cl)c1.